From a dataset of the Open Reaction Database (ORD), a public repository of structured organic reaction records. describe an organic reaction: reactants, conditions, products, and yield Reactants: BrCC1OCCO1, C1CCOC1, C[Si](C)(C)[N-][Si](C)(C)C, N#CC1CCc2ccccc21, [Li+]. Yields the product N#CC1(CC2OCCO2)CCc2ccccc21. RXN SMILES: [Br:1][CH2:2][CH:3]1[O:4][CH2:5][CH2:6][O:7]1.[CH2:29]1[O:30][CH2:31][CH2:32][CH2:33]1.[CH3:20][Si:21]([N-:22][Si:23]([CH3:24])([CH3:25])[CH3:26])([CH3:27])[CH3:28].[CH:8]1([C:17]#[N:18])[CH2:9][CH2:10][c:11]2[cH:12][cH:13][cH:14][cH:15][c:16]21.[Li+:19]>>[CH2:2]([CH:3]1[O:4][CH2:5][CH2:6][O:7]1)[C:8]1([C:17]#[N:18])[CH2:9][CH2:10][c:11]2[cH:12][cH:13][cH:14][cH:15][c:16]21. Reactants: CCOC(C)=O, CN1CCCC1=O, Cl, N#C[Cu], CCOC(=O)c1nc(I)c2c(-c3ccc(F)cc3)noc2c1O, [NH4+], [OH-]. Yields the product CCOC(=O)c1nc(C#N)c2c(-c3ccc(F)cc3)noc2c1O. Reaction SMILES: [CH3:30][CH2:31][O:32][C:33]([CH3:34])=[O:35].[CH3:36][N:37]1[CH2:38][CH2:39][CH2:40][C:41]1=[O:42].[ClH:29].[Cu:24][C:25]#[N:26].[F:1][c:2]1[cH:3][cH:4][c:5](-[c:8]2[n:9][o:10][c:11]3[c:12]2[c:13]([I:23])[n:14][c:15]([C:18](=[O:19])[O:20][CH2:21][CH3:22])[c:16]3[OH:17])[cH:6][cH:7]1.[NH4+:27].[OH-:28]>>[F:1][c:2]1[cH:3][cH:4][c:5](-[c:8]2[n:9][o:10][c:11]3[c:12]2[c:13]([C:25]#[N:26])[n:14][c:15]([C:18](=[O:19])[O:20][CH2:21][CH3:22])[c:16]3[OH:17])[cH:6][cH:7]1.